From a dataset of the Open Reaction Database (ORD), a public repository of structured organic reaction records. describe an organic reaction: reactants, conditions, products, and yield Reactants: O=C(c1ccc(Br)cc1)c1ccc(O)c(F)c1, C1CCOC1, [Cl-], [Cl-], [Cl-], [Cl-], O=C1CCCCC1, [Ti+4], [Zn]. Product: Oc1ccc(C(=C2CCCCC2)c2ccc(Br)cc2)cc1F. RXN SMILES: [Br:1][c:2]1[cH:3][cH:4][c:5]([C:8](=[O:9])[c:10]2[cH:11][c:12]([F:17])[c:13]([OH:16])[cH:14][cH:15]2)[cH:6][cH:7]1.[CH2:25]1[O:26][CH2:27][CH2:28][CH2:29]1.[Cl-:30].[Cl-:31].[Cl-:32].[Cl-:33].[O:18]=[C:19]1[CH2:20][CH2:21][CH2:22][CH2:23][CH2:24]1.[Ti+4:34].[Zn:35]>>[Br:1][c:2]1[cH:3][cH:4][c:5]([C:8]([c:10]2[cH:11][c:12]([F:17])[c:13]([OH:16])[cH:14][cH:15]2)=[C:19]2[CH2:20][CH2:21][CH2:22][CH2:23][CH2:24]2)[cH:6][cH:7]1. The reactants are SC1=CC=C(C=C1)O (4-mercaptophenol), [OH-].[K+] (potassium hydroxide), ClCC1=CC=C(C(=O)NC2=CC=CC=C2)C=C1 (4-chloromethyl-N-phenylbenzamide), Cl (hydrochloric acid), [OH-].[K+] (potassium hydroxide). Solvent: CO (methanol), O (water). Run at temperature 10 celsius, time 3 hour. Yields the product OC1=CC=C(C=C1)SCC1=CC=C(C(=O)NC2=CC=CC=C2)C=C1 (4-(4-hydroxyphenylthiomethyl)-N-phenylbenzamide). Isolated yield 84.4%. Reaction SMILES: [SH:1][C:2]1[CH:7]=[CH:6][C:5]([OH:8])=[CH:4][CH:3]=1.[OH-].[K+].Cl[CH2:12][C:13]1[CH:27]=[CH:26][C:16]([C:17]([NH:19][C:20]2[CH:25]=[CH:24][CH:23]=[CH:22][CH:21]=2)=[O:18])=[CH:15][CH:14]=1.Cl>O.CO>[OH:8][C:5]1[CH:6]=[CH:7][C:2]([S:1][CH2:12][C:13]2[CH:14]=[CH:15][C:16]([C:17]([NH:19][C:20]3[CH:25]=[CH:24][CH:23]=[CH:22][CH:21]=3)=[O:18])=[CH:26][CH:27]=2)=[CH:3][CH:4]=1 |f:1.2|. Reported procedure: In a 200 ml four-necked flask equipped with a stirrer and a thermometer, 1.34 g (10.6 mmol) of 4-mercaptophenol, 0.7 g (10.6 mmol) of potassium hydroxide and 50 ml of methanol were added at room temperature. After confirming that potassium hydroxide has been dissolved, the inner temperature was cooled to 10° C. and 2.6 g (10.6 mmol) of 4-chloromethyl-N-phenylbenzamide was added, followed by stirring at room temperature for 3 hours. After the completion of the reaction, the reaction solution was ... The reactants are C(C)(=O)C=1C=C(NC(C(C)C)=O)C=CC1 (m-acetyl-isobutyranilide), S(O)(O)(=O)=O (sulfuric acid), OS(=O)(=O)O.O=S(=O)=O (oleum), [N+](=O)(O)[O-] (nitric acid). Reaction conditions: temperature -8 celsius, time 40 minute. The product is C(C)(=O)C=1C=C(NC(C(C)C)=O)C=CC1[N+](=O)[O-] (3'-acetyl-4'-nitro-isobutyranilide). RXN SMILES: [C:1]([C:4]1[CH:5]=[C:6]([CH:13]=[CH:14][CH:15]=1)[NH:7][C:8](=[O:12])[CH:9]([CH3:11])[CH3:10])(=[O:3])[CH3:2].S(=O)(=O)(O)O.OS(O)(=O)=O.O=S(=O)=O.[N+:30]([O-])([OH:32])=[O:31]>>[C:1]([C:4]1[CH:5]=[C:6]([CH:13]=[CH:14][C:15]=1[N+:30]([O-:32])=[O:31])[NH:7][C:8](=[O:12])[CH:9]([CH3:11])[CH3:10])(=[O:3])[CH3:2] |f:2.3|. Procedure: Add portion-wise 16.4 g. of m-acetyl-isobutyranilide to a solution of 44 milliliters of concentrated sulfuric acid and 62 milliliters of oleum (30-33%) while maintaining the internal temperature at 0°-5° C. Cool the mixture to -8° C. and add drop-wise 65 milliliters of 90% nitric acid. Stir the reaction mixture at 0°-5° C. for an additional 40 minutes and precipitate the product as described in Example 1 to obtain 3'-acetyl-4'-nitro-isobutyranilide. Reactants: C(C1=CC=CC=C1)N1CC[Si](CC1)(C)C (1-benzyl-4,4-dimethyl-1,4-azasilinane), Cl (hydrochloricacid). Reaction SMILES: C([N:8]1[CH2:13][CH2:12][Si:11]([CH3:15])([CH3:14])[CH2:10][CH2:9]1)C1C=CC=CC=1.[ClH:16]>CCO>[ClH:16].[CH3:14][Si:11]1([CH3:15])[CH2:12][CH2:13][NH:8][CH2:9][CH2:10]1 |f:3.4|. Reported procedure: To a solution of 4,4-dimethyl-1,4-azasilinane 3 (2.3 g, 10.5 mmol) in EtOH (20 mL), 6N hydrochloricacid (1.75 mL, 10.5 mmol) is added and the solvent is removed under reduced pressure. The reaction mixture is co-evaporated with EtOH (2×10 mL) and recrystallized from EtOH-diethyl ether. To a slurry of Pd/C (50 mg) in EtOH (15 mL) an ethanolic solution of above prepared HCl salt is added drop wise and stirred at 25° C. under hydrogen atmosphere for 20 h. The reaction mixture is filtered through ce... Yields the product Cl.C[Si]1(CCNCC1)C (4,4-dimethyl-1,4-azasilinane hydrochloride). Conditions: temperature 25 celsius, time 20 hour. The yield is 54.6%. Run in CCO (EtOH). Starting materials: COC(=O)c1cc(Br)cc2c1cnn2C1CCCC1, CCO, [Na+], [OH-]. Yields the product O=C(O)c1cc(Br)cc2c1cnn2C1CCCC1. RXN SMILES: [Br:1][c:2]1[cH:3][c:4]([C:16](=[O:17])[O:18][CH3:19])[c:5]2[cH:6][n:7][n:8]([CH:11]3[CH2:12][CH2:13][CH2:14][CH2:15]3)[c:9]2[cH:10]1.[CH3:22][CH2:23][OH:24].[Na+:21].[OH-:20]>>[Br:1][c:2]1[cH:3][c:4]([C:16](=[O:17])[OH:18])[c:5]2[cH:6][n:7][n:8]([CH:11]3[CH2:12][CH2:13][CH2:14][CH2:15]3)[c:9]2[cH:10]1. Reactants: BrC=1C(=CC(=C(C1)O)F)F (5-Bromo-2,4-difluorophenol), C(=O)([O-])[O-].[K+].[K+] (K2CO3), ICC (iodoethane), CCOC(=O)C.CCCCCC (EtOAc Hexane). Run in CC(=O)C (acetone), C(C)OCC (diethyl ether). Conditions: time 8 hour. Product: BrC1=C(C=C(C(=C1)OCC)F)F (1-Bromo-5-ethoxy-2,4-difluorobenzene). The yield is 72.0%. RXN SMILES: [Br:1][C:2]1[C:3]([F:10])=[CH:4][C:5]([F:9])=[C:6]([OH:8])[CH:7]=1.C([O-])([O-])=O.[K+].[K+].I[CH2:18][CH3:19].CCOC(C)=O.CCCCCC>CC(C)=O.C(OCC)C>[Br:1][C:2]1[CH:7]=[C:6]([O:8][CH2:18][CH3:19])[C:5]([F:9])=[CH:4][C:3]=1[F:10] |f:1.2.3,5.6|. Procedure: To 97C (2.0 g, 10 mmol) in acetone (30 mL) was added K2CO3 (4.1 g) and iodoethane (2.4 mL). The mixture was stirred at rt overnight. After TLC (10% EtOAc/Hexane) indicated the reaction was complete, the mixture was diluted with diethyl ether, washed with water and brine. The organic layer was dried over MgSO4 and concentrated to give 97D as an colorless oil (1.7 g, 72% yield). 1H NMR (400 MHz, CDCl3) δ ppm 1.44 (t, J=7.03 Hz, 3H) 4.07 (q, J=7.03 Hz, 2H) 6.94 (dd, J=10.77, 8.13 Hz, 1H) 7.11 (dd, ... Reaction SMILES: [C:1]([CH3:2])([CH3:3])([CH3:4])[O:5][C:6](=[O:7])[N:8]1[CH2:9][CH2:10][CH:11]([O:14][c:15]2[c:16]([Cl:27])[cH:17][c:18]([N+:24]([O-:25])=[O:26])[cH:19][c:20]2[C:21]([NH2:22])=[O:23])[CH2:12][CH2:13]1.[CH3:29][C:30](=[O:31])[OH:32].[Sn:28]>>[C:1]([CH3:2])([CH3:3])([CH3:4])[O:5][C:6](=[O:7])[N:8]1[CH2:9][CH2:10][CH:11]([O:14][c:15]2[c:16]([Cl:27])[cH:17][c:18]([NH2:24])[cH:19][c:20]2[C:21]([NH2:22])=[O:23])[CH2:12][CH2:13]1. Starting materials: CC(C)(C)OC(=O)N1CCC(Oc2c(Cl)cc([N+](=O)[O-])cc2C(N)=O)CC1, CC(=O)O, [Sn]. Product: CC(C)(C)OC(=O)N1CCC(Oc2c(Cl)cc(N)cc2C(N)=O)CC1.